This data is from the Open Reaction Database (ORD), a public repository of structured organic reaction records. The task is: describe an organic reaction: reactants, conditions, products, and yield Reactants: C1COCCN1, CC(C)=O, [Cl-], [I-], O=C(CCCCI)NNC(=O)N1Cc2ccccc2Oc2ccc(Cl)cc21, [Na+], [Na+], [Na+], O=S([O-])([O-])=S. Yields the product O=C(CCCCN1CCOCC1)NNC(=O)N1Cc2ccccc2Oc2ccc(Cl)cc21. As a reaction SMILES: [CH2:38]1[CH2:39][O:40][CH2:41][CH2:42][NH:43]1.[CH3:44][C:45](=[O:46])[CH3:47].[Cl-:1].[I-:3].[I:11][CH2:12][CH2:13][CH2:14][CH2:15][C:16](=[O:17])[NH:18][NH:19][C:20](=[O:21])[N:22]1[c:23]2[c:24]([cH:33][cH:34][c:35]([Cl:37])[cH:36]2)[O:25][c:26]2[c:27]([cH:29][cH:30][cH:31][cH:32]2)[CH2:28]1.[Na+:10].[Na+:2].[Na+:9].[S:4]([O-:5])([O-:6])(=[O:7])=[S:8]>>[CH2:12]([CH2:13][CH2:14][CH2:15][C:16](=[O:17])[NH:18][NH:19][C:20](=[O:21])[N:22]1[c:23]2[c:24]([cH:33][cH:34][c:35]([Cl:37])[cH:36]2)[O:25][c:26]2[c:27]([cH:29][cH:30][cH:31][cH:32]2)[CH2:28]1)[N:43]1[CH2:38][CH2:39][O:40][CH2:41][CH2:42]1. Starting materials: [Al+3], N#Cc1cccc2[nH]ccc12, C1CCOC1, [H-], [H-], [H-], [H-], [Li+]. Yields the product NCc1cccc2[nH]ccc12. Reaction SMILES: [Al+3:13].[C:1](#[N:2])[c:3]1[c:4]2[cH:5][cH:6][nH:7][c:8]2[cH:9][cH:10][cH:11]1.[CH2:18]1[O:19][CH2:20][CH2:21][CH2:22]1.[H-:12].[H-:15].[H-:16].[H-:17].[Li+:14]>>[CH2:1]([NH2:2])[c:3]1[c:4]2[cH:5][cH:6][nH:7][c:8]2[cH:9][cH:10][cH:11]1. Reactants: CS(=O)(=O)N1CCc2cc(Br)ccc21, CCOC(=O)C(C)Cl, Cl, O=C(O)C(F)(F)F, [Mn], Br[Ni]Br, CN(C)C=O, c1ccc(-c2ccccn2)nc1. The product is CCOC(=O)C(C)c1ccc2c(c1)CCN2S(C)(=O)=O. RXN SMILES: [Br:1][c:2]1[cH:3][c:4]2[c:8]([cH:9][cH:10]1)[N:7]([S:11](=[O:12])(=[O:13])[CH3:14])[CH2:6][CH2:5]2.[CH2:15]([CH3:16])[O:17][C:18]([CH:19]([CH3:20])[Cl:21])=[O:22].[ClH:30].[F:23][C:24]([F:25])([F:26])[C:27]([OH:28])=[O:29].[Mn:36].[Ni:37]([Br:38])[Br:39].[O:31]=[CH:32][N:33]([CH3:34])[CH3:35].[n:40]1[cH:41][cH:42][cH:43][cH:44][c:45]1-[c:46]1[cH:47][cH:48][cH:49][cH:50][n:51]1>>[c:2]1([CH:19]([C:18]([O:17][CH2:15][CH3:16])=[O:22])[CH3:20])[cH:3][c:4]2[c:8]([cH:9][cH:10]1)[N:7]([S:11](=[O:12])(=[O:13])[CH3:14])[CH2:6][CH2:5]2.